This data is from the Open Reaction Database (ORD), a public repository of structured organic reaction records. The task is: describe an organic reaction: reactants, conditions, products, and yield Starting materials: Cl.N1CCC(CC1)N1C(OCC2=C1C=CC=C2)=O (1-piperidin-4-yl-4H-3,1-benzoxazin-2-one hydrochloride), ClC=1C=CC=2N(N1)C(=NN2)C(F)(F)F (6-chloro-3-(trifluoromethyl)-[1,2,4]triazolo[4,3-b]pyridazine). Product: FC(C1=NN=C2N1N=C(C=C2)N2CCC(CC2)N2C(OCC1=C2C=CC=C1)=O)(F)F (1-[1-[3-(trifluoromethyl)-[1,2,4]triazolo[4,3-b]pyridazin-6-yl]piperidin-4-yl]-4H-3,1-benzoxazin-2-one). As a reaction SMILES: Cl.[NH:2]1[CH2:7][CH2:6][CH:5]([N:8]2[C:13]3[CH:14]=[CH:15][CH:16]=[CH:17][C:12]=3[CH2:11][O:10][C:9]2=[O:18])[CH2:4][CH2:3]1.Cl[C:20]1[CH:21]=[CH:22][C:23]2[N:24]([C:26]([C:29]([F:32])([F:31])[F:30])=[N:27][N:28]=2)[N:25]=1>>[F:31][C:29]([F:30])([F:32])[C:26]1[N:24]2[N:25]=[C:20]([N:2]3[CH2:3][CH2:4][CH:5]([N:8]4[C:13]5[CH:14]=[CH:15][CH:16]=[CH:17][C:12]=5[CH2:11][O:10][C:9]4=[O:18])[CH2:6][CH2:7]3)[CH:21]=[CH:22][C:23]2=[N:28][N:27]=1 |f:0.1|. Procedure: A mixture of 1-piperidin-4-yl-4H-3,1-benzoxazin-2-one hydrochloride and 6-chloro-3-(trifluoromethyl)-[1,2,4]triazolo[4,3-b]pyridazine was allowed to react by General Synthetic Method 4. The crude product was purified by hplc using a Waters XTerra C18 column (5μ silica, 19 mm diameter, 100 mm length) eluted with decreasingly polar mixtures of water (containing 0.1% aqueous ammonia) and acetonitrile as eluents to give 1-[1-[3-(trifluoromethyl)-[1,2,4]triazolo[4,3-b]pyridazin-6-yl]piperidin-4-yl]-4... The reactants are C(CC)S(=O)(=O)Cl (1-propane sulphonyl chloride), ClC1=NC(=CC=C1)Cl (2,6-Dichloropyridine), C(#N)C1CCN(CC1)C(=O)OC(C)(C)C (tert-butyl 4-cyanopiperidine-1-carboxylate), ClC1=C(C(=O)Cl)C=CC(=C1)Cl (2,4-dichlorobenzoyl chloride). The reagents and catalysts are [Ni] (Raney nickel). The product is ClC1=C(C(=O)NCC2(CCN(CC2)S(=O)(=O)CCC)C2=NC(=CC=C2)Cl)C=CC(=C1)Cl (2,4-Dichloro-N-{[4-(6-chloropyridin-2-yl)-1-(propylsulfonyl)piperidin-4-yl]methyl}benzamide). As a reaction SMILES: Cl[C:2]1[CH:7]=[CH:6][CH:5]=[C:4]([Cl:8])[N:3]=1.[C:9]([CH:11]1[CH2:16][CH2:15][N:14](C(OC(C)(C)C)=O)[CH2:13][CH2:12]1)#[N:10].[Cl:24][C:25]1[CH:33]=[C:32]([Cl:34])[CH:31]=[CH:30][C:26]=1[C:27](Cl)=[O:28].[CH2:35]([S:38](Cl)(=[O:40])=[O:39])[CH2:36][CH3:37]>[Ni]>[Cl:24][C:25]1[CH:33]=[C:32]([Cl:34])[CH:31]=[CH:30][C:26]=1[C:27]([NH:10][CH2:9][C:11]1([C:2]2[CH:7]=[CH:6][CH:5]=[C:4]([Cl:8])[N:3]=2)[CH2:12][CH2:13][N:14]([S:38]([CH2:35][CH2:36][CH3:37])(=[O:40])=[O:39])[CH2:15][CH2:16]1)=[O:28]. Procedure: 2,6-Dichloropyridine was reacted with tert-butyl 4-cyanopiperidine-1-carboxylate, reduced using Raney nickel, acylated with 2,4-dichlorobenzoyl chloride, deprotected and then sulphonylated with 1-propane sulphonyl chloride using the method described in example 10-2 to afford the desired product: 2,4-dichloro-N-{[4-(6-chloropyridin-2-yl)-1-propylsulfonyl)piperidin-4-yl]methyl}benzamide: 1H NMR δ (ppm)(CDCl3): 7.69 (1 H, t, J=7.8 Hz), 7.63 (1 H, d, J=8.3 Hz), 7.40 (1 H, d, J=1.9 Hz), 7.32-7.30 (2 ... The reactants are ClC=1C=C(C2=C(C(CCCO2)NS(=O)(=O)CC)C1)C (7-chloro-9-methyl-5-(N-ethylsulfonylamino)-2,3,4,5-tetrahydro-1-benzoxepine), [H-].[Na+] (sodium hydride), CI (methyl iodide). Solvent: C1CCOC1 (THF), C1CCOC1 (THF). Reaction conditions: time 1 hour. Product: ClC=1C=C(C2=C(C(CCCO2)N(C)S(=O)(=O)CC)C1)C (7-chloro-9-methyl-5-(N-ethylsulfonyl-N-methylamino)-2,3,4,5-tetrahydro-1-benzoxepine). Yield: 62.9%. RXN SMILES: [Cl:1][C:2]1[CH:3]=[C:4]([CH3:19])[C:5]2[O:11][CH2:10][CH2:9][CH2:8][CH:7]([NH:12][S:13]([CH2:16][CH3:17])(=[O:15])=[O:14])[C:6]=2[CH:18]=1.[H-].[Na+].[CH3:22]I>C1COCC1>[Cl:1][C:2]1[CH:3]=[C:4]([CH3:19])[C:5]2[O:11][CH2:10][CH2:9][CH2:8][CH:7]([N:12]([S:13]([CH2:16][CH3:17])(=[O:14])=[O:15])[CH3:22])[C:6]=2[CH:18]=1 |f:1.2|. Procedure details: A mixture of 90 g of 4-(4-chloro-2-methylphenoxy)butyric acid (Aldrich) and 1000 g of polyphosphoric acid was stirred for 4.5 h at 85° C. The batch was then poured onto 5 L of ice water, stirred for 1 h and extracted with ether. The combined organic phases were washed several times with sodium carbonate solution and water, dried over magnesium sulfate and concentrated in a rotary evaporator. The dark residue was then taken up in ether again and boiled several times with active carbon and silica ... The reactants are CNC(=O)C(NC(=O)c1nc(-c2ccccc2)n2c1CN(C)CC2)C(C)(C)C, CI, CC(C)=O. The product is CNC(=O)C(NC(=O)c1nc(-c2ccccc2)n2c1C[N+](C)(C)CC2)C(C)(C)C, [I-]. RXN SMILES: [CH3:1][C:2]([CH:3]([C:4](=[O:5])[NH:6][CH3:7])[NH:8][C:9](=[O:10])[c:11]1[n:12][c:13](-[c:21]2[cH:22][cH:23][cH:24][cH:25][cH:26]2)[n:14]2[c:15]1[CH2:16][N:17]([CH3:20])[CH2:18][CH2:19]2)([CH3:27])[CH3:28].[CH3:29][I:30].[CH3:31][C:32](=[O:33])[CH3:34]>>[CH3:1][C:2]([CH:3]([C:4](=[O:5])[NH:6][CH3:7])[NH:8][C:9](=[O:10])[c:11]1[n:12][c:13](-[c:21]2[cH:22][cH:23][cH:24][cH:25][cH:26]2)[n:14]2[c:15]1[CH2:16][N+:17]([CH3:20])([CH3:29])[CH2:18][CH2:19]2)([CH3:27])[CH3:28].[I-:30].